From a dataset of the Open Reaction Database (ORD), a public repository of structured organic reaction records. describe an organic reaction: reactants, conditions, products, and yield Starting materials: ClC1=C(C=C(C=C1)S(=O)(=O)Cl)[N+](=O)[O-] (4-Chloro-3-nitrobenzenesulphonyl chloride), C1(=CC=CC2=CC=CC=C12)N (naphthalen-1-ylamine), N1=CC=CC=C1 (pyridine). Solvent: C(Cl)Cl (DCM). Reaction conditions: time 2 day. Product: C1(=CC=CC2=CC=CC=C12)C1=C(C=CC(=C1[N+](=O)[O-])Cl)S(=O)(=O)N (naphthalen-1-yl-3-nitro-4-chloro-benzenesulphonamide). Yield: 78.3%. As a reaction SMILES: [Cl:1][C:2]1[CH:7]=[CH:6][C:5]([S:8](Cl)(=[O:10])=[O:9])=[CH:4][C:3]=1[N+:12]([O-:14])=[O:13].[C:15]1(N)[C:24]2[C:19](=[CH:20][CH:21]=[CH:22][CH:23]=2)[CH:18]=[CH:17][CH:16]=1.[N:26]1C=CC=CC=1>C(Cl)Cl>[C:20]1([C:4]2[C:3]([N+:12]([O-:14])=[O:13])=[C:2]([Cl:1])[CH:7]=[CH:6][C:5]=2[S:8]([NH2:26])(=[O:10])=[O:9])[C:19]2[C:24](=[CH:15][CH:16]=[CH:17][CH:18]=2)[CH:23]=[CH:22][CH:21]=1. Procedure: 4-Chloro-3-nitrobenzenesulphonyl chloride (0.992 g, 3.87 mmol) was added to a solution of naphthalen-1-ylamine (0.665 g, 4.64 mmol) and pyridine (3.1 mL, 38.7 mmol) dissolved in DCM (5 mL). The solution was stirred at room temperature for 2 days and the volatiles were evaporated. The crude mixture was dissolved in EtOAc and the organic phase was washed with 1 N HCl, dried with MgSO4, filtered and concentrated to give 1.1 g of naphthalen-1-yl-3-nitro-4-chloro-benzenesulphonamide. Naphthalen-1-yl-... The reactants are COC1=CC=C(C=C1)C1=CC2=C(C(NN=C2)=O)S1 (2-(4-methoxyphenyl)thieno[2,3-d]pyridazin-7(6H)-one), [H-].[Na+] (NaH), O (water), CS(=O)(=O)OCC1=CC=CC(=N1)OC[C@H]1N(CCCC1)C(=O)OC(C)(C)C (tert-butyl (2S)-2-{[(6-{[(methylsulfonyl)oxy]methyl}pyridin-2-yl)oxy]methyl}piperidine-1-carboxylate). The solvent is CN(C)C=O (DMF), C(Cl)Cl (DCM), CN(C)C=O (DMF). Reaction conditions: time 16 hour. Product: COC1=CC=C(C=C1)C1=CC2=C(C(N(N=C2)CC2=CC=CC(=N2)OC[C@H]2N(CCCC2)C(=O)OC(C)(C)C)=O)S1 (tert-Butyl (2S)-2-{[(6-{[2-(4-methoxyphenyl)-7-oxothieno[2,3-d]pyridazin-6(7H)-yl]methyl}pyridin-2-yl)oxy]methyl}piperidine-1-carboxylate). Reaction SMILES: [CH3:1][O:2][C:3]1[CH:8]=[CH:7][C:6]([C:9]2[S:18][C:12]3[C:13](=[O:17])[NH:14][N:15]=[CH:16][C:11]=3[CH:10]=2)=[CH:5][CH:4]=1.[H-].[Na+].CS(O[CH2:26][C:27]1[N:32]=[C:31]([O:33][CH2:34][C@@H:35]2[CH2:40][CH2:39][CH2:38][CH2:37][N:36]2[C:41]([O:43][C:44]([CH3:47])([CH3:46])[CH3:45])=[O:42])[CH:30]=[CH:29][CH:28]=1)(=O)=O.O>CN(C=O)C.C(Cl)Cl>[CH3:1][O:2][C:3]1[CH:4]=[CH:5][C:6]([C:9]2[S:18][C:12]3[C:13](=[O:17])[N:14]([CH2:26][C:27]4[N:32]=[C:31]([O:33][CH2:34][C@@H:35]5[CH2:40][CH2:39][CH2:38][CH2:37][N:36]5[C:41]([O:43][C:44]([CH3:47])([CH3:46])[CH3:45])=[O:42])[CH:30]=[CH:29][CH:28]=4)[N:15]=[CH:16][C:11]=3[CH:10]=2)=[CH:7][CH:8]=1 |f:1.2|. Procedure: To a solution of 2-(4-methoxyphenyl)thieno[2,3-d]pyridazin-7(6H)-one (455 mg, 1.76 mmol) in DMF (5 ml), was added NaH 60% (110 mg, 2.52 mmol) in small portions. The mixture was stirred at rt. for 10 min before addition of tert-butyl (2S)-2-{[(6-{[(methylsulfonyl)oxy]methyl}pyridin-2-yl)oxy]methyl}piperidine-1-carboxylate (672 mg, 1.68 mmol) dissolved in DMF (3 ml). The reaction was stirred at rt. for 16 h, water (150 ml) and DCM (150 ml) added and the phases separated. The aqueous phase was extr...